This data is from the Open Reaction Database (ORD), a public repository of structured organic reaction records. The task is: describe an organic reaction: reactants, conditions, products, and yield Reactants: N1C(=NC=C1)C(=O)C=1C=CC2=C(CC3=C(NC(NC3=O)=S)O2)C1 (7-(imidazolylcarbonyl)-(1H,3H,5H)-(1)-benzopyrano-(2,3-d)-pyrimidine-4-one-2-thione), Cl (hydrochloric acid), NC1=NN=NN1 (5-aminotetrazole), O (water). As a reaction SMILES: N1C=CN=C1[C:6]([C:8]1[CH:9]=[CH:10][C:11]2[O:22][C:15]3[NH:16][C:17](=[S:21])[NH:18][C:19](=[O:20])[C:14]=3[CH2:13][C:12]=2[CH:23]=1)=[O:7].[NH2:24][C:25]1[NH:29][N:28]=[N:27][N:26]=1.O.Cl>CN(C)C=O>[NH:26]1[C:25]([NH:24][C:6]([C:8]2[CH:9]=[CH:10][C:11]3[O:22][C:15]4[NH:16][C:17](=[S:21])[NH:18][C:19](=[O:20])[C:14]=4[CH2:13][C:12]=3[CH:23]=2)=[O:7])=[N:29][N:28]=[N:27]1. The solvent is CN(C=O)C (dimethylformamide). Product: N1N=NN=C1NC(=O)C=1C=CC2=C(CC3=C(NC(NC3=O)=S)O2)C1 (7-(5-tetrazolylaminocarbonyl)-(1H,3H,5H)-(1)-benzopyrano-(2,3-d)-pyrimidine-4-one-2-thione). Reported procedure: Suspend 7-(imidazolylcarbonyl)-(1H,3H,5H)-(1)-benzopyrano-(2,3-d)-pyrimidine-4-one-2-thione (0.6 g.) in dry dimethylformamide (20 ml.). With stirring, add 5-aminotetrazole (0.61 g.) and warm the mixture to 65°-75° C. and keep at that temperature for about 3/4 hour. Allow the mixture to cool, pour into water and acidify with hydrochloric acid. Filter and wash with isopropanol and ether to yield 7-(5-tetrazolylaminocarbonyl)-(1H,3H,5H)-(1)-benzopyrano-(2,3-d)-pyrimidine-4-one-2-thione. Starting materials: ClC(C(=O)OCC=1CS[C@H]2N(C1C(=O)O)C([C@H]2NC(CC=2SC=CC2)=O)=O)Cl (3-Dichloroacetoxymethyl-7β-(2'-thienylacetamido)ceph-3-em-4-carboxylic acid), C(CC)O (n-propanol). The product is C(CC)OCC=1CS[C@H]2N(C1C(=O)O)C([C@H]2NC(CC=2SC=CC2)=O)=O (3-n-Propoxymethyl-7β-(2'-thienylacetamido)-ceph-3-em-4-carboxylic acid). Yield: 11.7%. As a reaction SMILES: Cl[CH:2](Cl)[C:3]([O:5][CH2:6][C:7]1[CH2:8][S:9][C@@H:10]2[C@H:17]([NH:18][C:19](=[O:26])[CH2:20][C:21]3[S:22][CH:23]=[CH:24][CH:25]=3)[C:16](=[O:27])[N:11]2[C:12]=1[C:13]([OH:15])=[O:14])=O.[CH2:29](O)CC>>[CH2:3]([O:5][CH2:6][C:7]1[CH2:8][S:9][C@@H:10]2[C@H:17]([NH:18][C:19](=[O:26])[CH2:20][C:21]3[S:22][CH:23]=[CH:24][CH:25]=3)[C:16](=[O:27])[N:11]2[C:12]=1[C:13]([OH:15])=[O:14])[CH2:2][CH3:29]. Procedure details: 3-Dichloroacetoxymethyl-7β-(2'-thienylacetamido)ceph-3-em-4-carboxylic acid (5 g., 12.9 mmoles) was refluxed in n-propanol (50 ml.) for 20 minutes. The solution was cooled and the precipitated brown solid was filtered off and discarded. The filtrate was treated with water (300 ml.) and the pH adjusted to 8.5 with aqueous sodium bicarbonate. The solution was extracted with ethyl acetate (2 × 20 ml.) and the extracts were discarded. The aqueous phase was acidified to pH 1.5 and extracted with ethy... The reactants are C1CCOC1, CO, COC(=O)Cc1ccc2nc(Nc3cccc(F)c3C)oc2c1F, [Na+], [OH-]. The product is Cc1c(F)cccc1Nc1nc2ccc(CC(=O)O)c(F)c2o1. RXN SMILES: [CH2:27]1[O:28][CH2:29][CH2:30][CH2:31]1.[CH3:32][OH:33].[F:1][c:2]1[c:3]([CH3:24])[c:4]([NH:8][c:9]2[o:10][c:11]3[c:12]([n:13]2)[cH:14][cH:15][c:16]([CH2:19][C:20](=[O:21])[O:22][CH3:23])[c:17]3[F:18])[cH:5][cH:6][cH:7]1.[Na+:26].[OH-:25]>>[F:1][c:2]1[c:3]([CH3:24])[c:4]([NH:8][c:9]2[o:10][c:11]3[c:12]([n:13]2)[cH:14][cH:15][c:16]([CH2:19][C:20](=[O:21])[OH:22])[c:17]3[F:18])[cH:5][cH:6][cH:7]1.